From a dataset of the Open Reaction Database (ORD), a public repository of structured organic reaction records. describe an organic reaction: reactants, conditions, products, and yield The reactants are C([O-])([O-])=O.[K+].[K+] (potassium carbonate), C(CC)I (1-propyl iodide), ClC=1C=C(C=CC1C)O (3-Chloro-4-methylphenol). The solvent is CN(C=O)C (N,N-dimethylformamide). Reaction conditions: time 20 hour. Yields the product ClC1=C(C=CC(=C1)OCCC)C (2-chloro-4-(1-propoxy)toluene). The yield is 84.2%. RXN SMILES: [Cl:1][C:2]1[CH:3]=[C:4]([OH:9])[CH:5]=[CH:6][C:7]=1[CH3:8].C(=O)([O-])[O-].[K+].[K+].[CH2:16](I)[CH2:17][CH3:18]>CN(C)C=O>[Cl:1][C:2]1[CH:3]=[C:4]([O:9][CH2:16][CH2:17][CH3:18])[CH:5]=[CH:6][C:7]=1[CH3:8] |f:1.2.3|. Reported procedure: 3-Chloro-4-methylphenol (2.00 g) was dissolved in N,N-dimethylformamide (10.0 ml), and potassium carbonate (2.91 g) and 1-propyl iodide (2.62 g) were added. The mixture was stirred at room temperature for 20 hr, and the reaction mixture was concentrated under reduced pressure. Water was added, and the mixture was extracted with AcOEt. The organic layer was washed successively with water and saturated brine, dried over anhydrous magnesium sulfate and concentrated under reduced pressure. The resid... Reported procedure: A chloroform (10 mL) solution of (3) (1.5 g, 4.4 mmol) and 15 mL of triethylphosphite was refluxed for 3 hours under nitrogen. The excess phosphite was removed under high vacuum, then the crude product was purified by column chromatography on silica gel (eluent ethyl acetate/methanol 80/20) yielding 1.6 g (80%) of (4). 1H NMR (300 MHz, CDCl3) δ ppm: 1.29(12H, t, 3JHH=7 Hz, 4 POCH2CH3), 3.23 (4H, d, 2JPCH=22 Hz, 2CH2P), 4.09 (8H, dq, 3JPOCH=7 Hz, 3JHH=7 Hz, 4 POCH2CH3), 7.35-7.38 (2H, m, aryl H o... Product: CCOP(=O)(CC1=CC(=NC=C1)C2=NC=CC(=C2)CP(=O)(OCC)OCC)OCC (4,4′-Bis(diethylmethylphosphonate)-2,2′-bipyridine). Reaction SMILES: Br[CH2:2][C:3]1[CH:8]=[CH:7][N:6]=[C:5]([C:9]2[CH:14]=[C:13]([CH2:15]Br)[CH:12]=[CH:11][N:10]=2)[CH:4]=1.C([O:19][P:20]([O:24][CH2:25][CH3:26])[O:21][CH2:22][CH3:23])C>C(Cl)(Cl)Cl>[CH3:23][CH2:22][O:21][P:20]([O:24][CH2:25][CH3:26])([CH2:2][C:3]1[CH:8]=[CH:7][N:6]=[C:5]([C:9]2[CH:14]=[C:13]([CH2:15][P:20]([O:21][CH2:22][CH3:23])([O:24][CH2:25][CH3:26])=[O:19])[CH:12]=[CH:11][N:10]=2)[CH:4]=1)=[O:19]. Run in C(Cl)(Cl)Cl (chloroform). Isolated yield 80.0%. Reactants: BrCC1=CC(=NC=C1)C1=NC=CC(=C1)CBr (4,4′-Bis(bromomethyl)-2,2′-bipyridine), C(C)OP(OCC)OCC (triethylphosphite).